describe an organic reaction: reactants, conditions, products, and yield From a dataset of the Open Reaction Database (ORD), a public repository of structured organic reaction records. Reactants: CCOC(=O)C1CCN(c2ncc([N+](=O)[O-])c(NCc3ccccc3)n2)CC1, CC(=O)O, CCO, ClCCl, [Fe], O. Product: CCOC(=O)C1CCN(c2ncc(N)c(NCc3ccccc3)n2)CC1. Reaction SMILES: [CH2:6]([c:7]1[cH:8][cH:9][cH:10][cH:11][cH:12]1)[NH:13][c:14]1[n:15][c:16]([N:23]2[CH2:24][CH2:25][CH:26]([C:29](=[O:30])[O:31][CH2:32][CH3:33])[CH2:27][CH2:28]2)[n:17][cH:18][c:19]1[N+:20]([O-:21])=[O:22].[CH3:1][C:2](=[O:3])[OH:4].[CH3:34][CH2:35][OH:36].[Cl:37][CH2:38][Cl:39].[Fe:40].[OH2:5]>>[CH2:6]([c:7]1[cH:8][cH:9][cH:10][cH:11][cH:12]1)[NH:13][c:14]1[n:15][c:16]([N:23]2[CH2:24][CH2:25][CH:26]([C:29](=[O:30])[O:31][CH2:32][CH3:33])[CH2:27][CH2:28]2)[n:17][cH:18][c:19]1[NH2:20].